This data is from the Open Reaction Database (ORD), a public repository of structured organic reaction records. The task is: describe an organic reaction: reactants, conditions, products, and yield The reactants are ClC1=CC=C(C=C1)N1N=C2C=CC=CC2=C1NC1CCCCC1 ([2-(4-chloro-phenyl)-2H-indazol-3-yl]-cyclohexyl-amine), C1(=CC=CC=C1)CC(=O)Cl (phenyl-acetyl chloride), C(C)(C)OC(=O)C.[Cl-].[Na+].O (iPrOAc brine), ice, [H-].[Na+] (NaH). The solvent is CN(C)C=O (DMF), CN(C)C=O (DMF), CN(C)C=O (DMF). Reaction conditions: temperature 0 celsius, time 1 hour. Product: ClC1=CC=C(C=C1)N1N=C2C=CC=CC2=C1N(C(CC1=CC=CC=C1)=O)C1CCCCC1 (N-[2-(4-Chloro-phenyl)-2H-indazol-3-yl]-N-cyclohexyl-2-phenyl-acetamide). The yield is 7.4%. Reaction SMILES: [H-].[Na+].[Cl:3][C:4]1[CH:9]=[CH:8][C:7]([N:10]2[C:18]([NH:19][CH:20]3[CH2:25][CH2:24][CH2:23][CH2:22][CH2:21]3)=[C:17]3[C:12]([CH:13]=[CH:14][CH:15]=[CH:16]3)=[N:11]2)=[CH:6][CH:5]=1.[C:26]1([CH2:32][C:33](Cl)=[O:34])[CH:31]=[CH:30][CH:29]=[CH:28][CH:27]=1.C(OC(C)=O)(C)C.[Cl-].[Na+].O>CN(C=O)C>[Cl:3][C:4]1[CH:9]=[CH:8][C:7]([N:10]2[C:18]([N:19]([CH:20]3[CH2:25][CH2:24][CH2:23][CH2:22][CH2:21]3)[C:33](=[O:34])[CH2:32][C:26]3[CH:31]=[CH:30][CH:29]=[CH:28][CH:27]=3)=[C:17]3[C:12]([CH:13]=[CH:14][CH:15]=[CH:16]3)=[N:11]2)=[CH:6][CH:5]=1 |f:0.1,4.5.6.7|. Procedure: To an ice cold suspension of NaH (13 mg, 320 umol) in DMF (3 ml) under an argon atmosphere was added a solution of [2-(4-chloro-phenyl)-2H-indazol-3-yl]-cyclohexyl-amine (100 mg, 310 μmol; example 11.1) in DMF (1 ml) within 10 min. The suspension was stirred for 1 h at 0° C. A solution of phenyl-acetyl chloride (40 μl, 340 μmol; [103-80-0]) in DMF (1 ml) was added within 5 min. The reaction mixture was stirred for 14 h at ambient temperature, poured onto ice water/brine 1/1 and extracted two tim...